From a dataset of the Open Reaction Database (ORD), a public repository of structured organic reaction records. describe an organic reaction: reactants, conditions, products, and yield The reactants are CC=1C=C(C=C(C1)C)C=1OC2=C(C1)C=CC=C2 (2-(3,5-dimethylphenyl)benzofuran), C(C)N(CCCCl)CC (3-diethylaminopropyl chloride), C1(=CC=CC=C1)C=1OC2=C(C1)C=CC=C2 (2-phenylbenzofuran), CC=1C=C(C=C(C1)C)C=1OC2=C(C1C(C1=CC=C(C=C1)OC)=O)C=CC=C2 (2-(3,5-dimethylphenyl)-3-(4-methoxybenzoyl)benzofuran). The product is C(C)N(CCCOC1=CC=C(C(=O)C2=C(OC3=C2C=CC=C3)C3=CC(=CC(=C3)C)C)C=C1)CC (3-[4-(3-Diethylaminopropoxy)benzoyl]-2-(3,5-dimethylphenyl)-benzofuran). Reaction SMILES: CC1C=C(C2OC3C=CC=CC=3C=2)C=C(C)C=1.C1(C2OC3C=CC=CC=3C=2)C=CC=CC=1.[CH3:33][C:34]1[CH:35]=[C:36]([C:41]2[O:42][C:43]3[CH:59]=[CH:58][CH:57]=[CH:56][C:44]=3[C:45]=2[C:46](=[O:55])[C:47]2[CH:52]=[CH:51][C:50]([O:53][CH3:54])=[CH:49][CH:48]=2)[CH:37]=[C:38]([CH3:40])[CH:39]=1.[CH2:60]([N:62]([CH2:67][CH3:68])[CH2:63][CH2:64]CCl)[CH3:61]>>[CH2:60]([N:62]([CH2:67][CH3:68])[CH2:63][CH2:64][CH2:54][O:53][C:50]1[CH:49]=[CH:48][C:47]([C:46]([C:45]2[C:44]3[CH:56]=[CH:57][CH:58]=[CH:59][C:43]=3[O:42][C:41]=2[C:36]2[CH:35]=[C:34]([CH3:33])[CH:39]=[C:38]([CH3:40])[CH:37]=2)=[O:55])=[CH:52][CH:51]=1)[CH3:61]. Procedure: Substitution of an equivalent amount of 2-(3,5-dimethylphenyl)benzofuran in the procedure of Example 2 for 2-phenylbenzofuran followed by demethylation of the 2-(3,5-dimethylphenyl)-3-(4-methoxybenzoyl)benzofuran thus formed and reaction of the resulting product with 3-diethylaminopropyl chloride as described therein gives the title compound. Starting materials: Cl, COc1ccc2c(c1)OCC(c1ccccc1F)C2c1ccc(OCCN2CCCC2)cc1, c1ccncc1. Yields the product Oc1ccc2c(c1)OCC(c1ccccc1F)C2c1ccc(OCCN2CCCC2)cc1. RXN SMILES: [ClH:34].[F:1][c:2]1[c:3]([CH:8]2[CH2:9][O:10][c:11]3[cH:12][c:13]([O:32][CH3:33])[cH:14][cH:15][c:16]3[CH:17]2[c:18]2[cH:19][cH:20][c:21]([O:24][CH2:25][CH2:26][N:27]3[CH2:28][CH2:29][CH2:30][CH2:31]3)[cH:22][cH:23]2)[cH:4][cH:5][cH:6][cH:7]1.[n:35]1[cH:36][cH:37][cH:38][cH:39][cH:40]1>>[F:1][c:2]1[c:3]([CH:8]2[CH2:9][O:10][c:11]3[cH:12][c:13]([OH:32])[cH:14][cH:15][c:16]3[CH:17]2[c:18]2[cH:19][cH:20][c:21]([O:24][CH2:25][CH2:26][N:27]3[CH2:28][CH2:29][CH2:30][CH2:31]3)[cH:22][cH:23]2)[cH:4][cH:5][cH:6][cH:7]1. The reactants are C=O, O=CO, OC1(c2cc(F)cc(F)c2)CCNC1. Product: CN1CCC(O)(c2cc(F)cc(F)c2)C1. As a reaction SMILES: [CH2:15]=[O:16].[CH:17]([OH:18])=[O:19].[F:1][c:2]1[cH:3][c:4]([C:9]2([OH:14])[CH2:10][NH:11][CH2:12][CH2:13]2)[cH:5][c:6]([F:8])[cH:7]1>>[F:1][c:2]1[cH:3][c:4]([C:9]2([OH:14])[CH2:10][N:11]([CH3:15])[CH2:12][CH2:13]2)[cH:5][c:6]([F:8])[cH:7]1. The reactants are 5-carboxyaldehyde-1-methyl-4-(phenylmethyl)thioimidazole, CN1C=NC(=C1)SCC1=CC=CC=C1 (1-methyl-4-(phenylmethyl)thioimidazole), C=O (formaldehyde). Yields the product OCC1=C(N=CN1C)SCC1=CC=CC=C1 (5-hydroxymethyl-1-methyl-4-(phenylmethyl)thioimidazole). RXN SMILES: [CH3:1][N:2]1[CH:6]=[C:5]([S:7][CH2:8][C:9]2[CH:14]=[CH:13][CH:12]=[CH:11][CH:10]=2)[N:4]=[CH:3]1.[CH2:15]=[O:16]>>[OH:16][CH2:15][C:6]1[N:2]([CH3:1])[CH:3]=[N:4][C:5]=1[S:7][CH2:8][C:9]1[CH:14]=[CH:13][CH:12]=[CH:11][CH:10]=1. Procedure details: The 5-carboxyaldehyde-1-methyl-4-(phenylmethyl)thioimidazole intermediate which is a reactant for the above step (a) can be prepared by steps comprising condensing 1-methyl-4-(phenylmethyl)thioimidazole with formaldehyde under weakly acidic conditions to form 5-hydroxymethyl-1-methyl-4-(phenylmethyl)thioimidazole and oxidizing to form said reactant or by directly formylating 1-methyl-4-(phenylmethyl)thioimidazole to form said reactant. The reactants are C(CC)(=O)Cl (propionyl chloride), Cl.OC=1C=C2CCNCC2=CC1OC (1,2,3,4-tetrahydro-6-hydroxy-7-methoxy-isoquinoline-hydrochloride), C([O-])([O-])=O.[K+].[K+] (potassium carbonate), C(Cl)Cl (methylene chloride). The solvent is O (water). Conditions: time 18 hour. Product: OC=1C=C2CCN(CC2=CC1OC)C(CC)=O (1,2,3,4-tetrahydro-6-hydroxy-7-methoxy-2-propionyl-isoquinoline). The yield is 69.9%. Reaction SMILES: [C:1](Cl)(=[O:4])[CH2:2][CH3:3].Cl.[OH:7][C:8]1[CH:9]=[C:10]2[C:15](=[CH:16][C:17]=1[O:18][CH3:19])[CH2:14][NH:13][CH2:12][CH2:11]2.C(=O)([O-])[O-].[K+].[K+].C(Cl)Cl>O>[OH:7][C:8]1[CH:9]=[C:10]2[C:15](=[CH:16][C:17]=1[O:18][CH3:19])[CH2:14][N:13]([C:1](=[O:4])[CH2:2][CH3:3])[CH2:12][CH2:11]2 |f:1.2,3.4.5|. Procedure details: 55.5 g of propionyl chloride are added dropwise at room temperature over a period of one hour to a mixture of 86.3 g of 1,2,3,4-tetrahydro-6-hydroxy-7-methoxy-isoquinoline-hydrochloride, 138,2 g of potassium carbonate, 600 ml of methylene chloride, and 480 ml of water. The mixture is stirred for an additional 18 hours, the organic phase is separated, and the aqueous phase is extracted twice with methylene chloride. The methylene chloride extracts are dried and evaporated. 65.8 g of 1,2,3,4-tetra... The reactants are C(#N)C1C(NC(C(C12CCCCC2)C(=O)OC)=O)=O (methyl 5-cyano-2,4-dioxo-3-azaspiro[5,5]undecane-1-carboxylate), [OH-].[Na+] (NaOH), Cl (HCl). Run in C(C)O.O (ethanol water). Reaction conditions: temperature 20 celsius. Yields the product O=C1CC2(CC(N1)=O)CCCCC2 (2,4-dioxo-3-azaspiro[5,5]undecane). Yield: 68.5%. Reaction SMILES: C([CH:3]1[C:8]2([CH2:13][CH2:12][CH2:11][CH2:10][CH2:9]2)[CH:7](C(OC)=O)[C:6](=[O:18])[NH:5][C:4]1=[O:19])#N.[OH-].[Na+].Cl>C(O)C.O>[O:19]=[C:4]1[NH:5][C:6](=[O:18])[CH2:7][C:8]2([CH2:13][CH2:12][CH2:11][CH2:10][CH2:9]2)[CH2:3]1 |f:1.2,4.5|. Procedure details: 10 g of methyl 5-cyano-2,4-dioxo-3-azaspiro[5,5]undecane-1-carboxylate and 5 g of NaOH dissolved in 125 ml of 2:1 ethanol/water are placed in a 250 ml flask equipped with mechanical agitator, thermometer and condenser. The mixture is heated under reflux for 1.5 hours, acidified with 5% HCl to pH 2 and heated under reflux for 3 hours. By cooling to 20° C. a precipitate is formed which is filtered off, washed with water and dried under vacuum. 4.7 g of 2,4-dioxo-3-azaspiro[5,5]undecane are obtaine... The reactants are CS(=O)(=O)OC1CN(C1)C(C)C1=CC=C2OCCN3C=C(N=C3C2=C1)C1=NC=NN1C(C)C (1-(1-{4-[1-(propan-2-yl)-1H-1,2,4-triazol-5-yl]-9-oxa-3,6-diazatricyclo[8.4.0.02,6]tetradeca1(14),2,4,10,12-pentaen-13-yl}ethyl)azetidin-3-yl methanesulfonate), CNC (dimethylamine). Run in O1CCOCC1 (1,4-dioxane). Reaction conditions: temperature 80 celsius, time 16 hour. Yields the product C(C)(C)N1N=CN=C1C=1N=C2N(CCOC3=C2C=C(C=C3)C(C)N3CC(C3)N(C)C)C1 (1-(1-(2-(1-isopropyl-1H-1,2,4-triazol-5-yl)-5,6-dihydrobenzo[f]imidazo[1,2-d][1,4]oxazepin-10-yl)ethyl)-N,N-dimethylazetidin-3-amine). Reaction SMILES: CS(O[CH:6]1[CH2:9][N:8]([CH:10]([C:12]2[CH:25]=[C:24]3[C:15]([O:16][CH2:17][CH2:18][N:19]4[C:23]3=[N:22][C:21]([C:26]3[N:30]([CH:31]([CH3:33])[CH3:32])[N:29]=[CH:28][N:27]=3)=[CH:20]4)=[CH:14][CH:13]=2)[CH3:11])[CH2:7]1)(=O)=O.[CH3:34][NH:35][CH3:36]>O1CCOCC1>[CH:31]([N:30]1[C:26]([C:21]2[N:22]=[C:23]3[C:24]4[CH:25]=[C:12]([CH:10]([N:8]5[CH2:7][CH:6]([N:35]([CH3:36])[CH3:34])[CH2:9]5)[CH3:11])[CH:13]=[CH:14][C:15]=4[O:16][CH2:17][CH2:18][N:19]3[CH:20]=2)=[N:27][CH:28]=[N:29]1)([CH3:32])[CH3:33]. Procedure details: A mixture of 1-(1-{4-[1-(propan-2-yl)-1H-1,2,4-triazol-5-yl]-9-oxa-3,6-diazatricyclo[8.4.0.02,6]tetradeca1(14),2,4,10,12-pentaen-13-yl}ethyl)azetidin-3-yl methanesulfonate from Example 162 (70 mg, 0.15 mmol) and dimethylamine (68 mg, 1.5 mmol) in 1,4-dioxane (4 mL) was stirred at 80° C. for 16 h under nitrogen atmosphere. After concentration, the residue was purified by reverse phase Combiflash eluting with a 0-50% gradient of CH3CN in 0.3% NH4HCO3 to give 168. The enantiomers were separated by ... The reactants are CC(C)(C)C(=O)OCCl, COc1cc2ccnc(CSc3nc4ccccc4[nH]3)c2cc1OCC(F)(F)F, [H-], [Na+], CN(C)C=O. The product is COc1cc2ccnc(CSc3nc4ccccc4n3COC(=O)C(C)(C)C)c2cc1OCC(F)(F)F. As a reaction SMILES: [C:32]([C:33]([CH3:34])([CH3:35])[CH3:36])(=[O:37])[O:38][CH2:39][Cl:40].[CH3:3][O:4][c:5]1[cH:6][c:7]2[cH:8][cH:9][n:10][c:11]([CH2:21][S:22][c:23]3[nH:24][c:25]4[c:26]([n:27]3)[cH:28][cH:29][cH:30][cH:31]4)[c:12]2[cH:13][c:14]1[O:15][CH2:16][C:17]([F:18])([F:19])[F:20].[H-:2].[Na+:1].[O:41]=[CH:42][N:43]([CH3:44])[CH3:45]>>[CH3:3][O:4][c:5]1[cH:6][c:7]2[cH:8][cH:9][n:10][c:11]([CH2:21][S:22][c:23]3[n:24]([CH2:39][O:38][C:32]([C:33]([CH3:34])([CH3:35])[CH3:36])=[O:37])[c:25]4[c:26]([n:27]3)[cH:28][cH:29][cH:30][cH:31]4)[c:12]2[cH:13][c:14]1[O:15][CH2:16][C:17]([F:18])([F:19])[F:20]. The reactants are CCOC(=O)N1C2CCC1CC(c1nsc(Nc3ncc(C(F)(F)F)cc3Oc3cccnc3C)n1)C2, CC(C)O, [K+], [OH-], O. Product: Cc1ncccc1Oc1cc(C(F)(F)F)cnc1Nc1nc(C2CC3CCC(C2)N3)ns1. RXN SMILES: [CH3:1][c:2]1[n:3][cH:4][cH:5][cH:6][c:7]1[O:8][c:9]1[c:10]([NH:19][c:20]2[n:21][c:22]([CH:25]3[CH2:26][CH:27]4[CH2:28][CH2:29][CH:30]([CH2:31]3)[N:32]4[C:33]([O:34][CH2:35][CH3:36])=[O:37])[n:23][s:24]2)[n:11][cH:12][c:13]([C:15]([F:16])([F:17])[F:18])[cH:14]1.[CH:41]([OH:42])([CH3:43])[CH3:44].[K+:39].[OH-:38].[OH2:40]>>[CH3:1][c:2]1[n:3][cH:4][cH:5][cH:6][c:7]1[O:8][c:9]1[c:10]([NH:19][c:20]2[n:21][c:22]([CH:25]3[CH2:26][CH:27]4[CH2:28][CH2:29][CH:30]([CH2:31]3)[NH:32]4)[n:23][s:24]2)[n:11][cH:12][c:13]([C:15]([F:16])([F:17])[F:18])[cH:14]1.